From a dataset of the Open Reaction Database (ORD), a public repository of structured organic reaction records. describe an organic reaction: reactants, conditions, products, and yield Reactants: C1(=CC=CC=C1)C=1C=NC=CC1 (3-phenylpyridine), Cl (HCl). Reagents/catalysts: O=[Pt]=O (PtO2). Solvent: O (H2O). Reaction conditions: temperature 0 celsius, time 24 hour. Yields the product C1(=CC=CC=C1)C1CNCCC1 (3-Phenylpiperidine). Yield: 90.3%. Reaction SMILES: [C:1]1([C:7]2[CH:8]=[N:9][CH:10]=[CH:11][CH:12]=2)[CH:6]=[CH:5][CH:4]=[CH:3][CH:2]=1.Cl>O=[Pt]=O.O>[C:1]1([CH:7]2[CH2:12][CH2:11][CH2:10][NH:9][CH2:8]2)[CH:6]=[CH:5][CH:4]=[CH:3][CH:2]=1. Procedure details: A mixture of 3-phenylpyridine (8.0 g, 51.5 mmol), PtO2 (0.8 g), 234 mL of H2O, and 16 mL of concentrated HCl was hydrogenated in a Parr shaker at room temperature for 24 hours. The mixture was filtered, and the filtrate was cooled to 0° C. and was basified with 10N NaOH solution. The mixture was extracted (4×) with CH2Cl2. The combined organic layers were washed with saturated NaCl solution, dried (MgSO4), filtered, and concentrated in vacuo to afford the title compound (7.5 g ) as a clear oil. ...